This data is from the Open Reaction Database (ORD), a public repository of structured organic reaction records. The task is: describe an organic reaction: reactants, conditions, products, and yield Reaction SMILES: [CH3:17][OH:18].[F:1][C:2]([CH:3]=[CH:4][C:5](=[O:6])[O:7][CH2:8][CH3:9])([c:10]1[cH:11][cH:12][cH:13][cH:14][cH:15]1)[F:16]>>[F:1][C:2]([CH2:3][CH2:4][C:5](=[O:6])[O:7][CH2:8][CH3:9])([c:10]1[cH:11][cH:12][cH:13][cH:14][cH:15]1)[F:16]. The reactants are CO, CCOC(=O)C=CC(F)(F)c1ccccc1. Product: CCOC(=O)CCC(F)(F)c1ccccc1. Reactants: [N+](=O)([O-])C=1C=C(C=CC1)O (3-nitrophenol), BrCCCBr (1,3-dibromopropane), C([O-])([O-])=O.[K+].[K+] (potassium carbonate). The solvent is C(C)C(=O)C (methyl ethyl ketone). Product: [N+](=O)([O-])C=1C=C(OCCCBr)C=CC1 (3-(3-nitrophenoxy)propyl bromide). The yield is 94.7%. Reaction SMILES: [N+:1]([C:4]1[CH:5]=[C:6]([OH:10])[CH:7]=[CH:8][CH:9]=1)([O-:3])=[O:2].[Br:11][CH2:12][CH2:13][CH2:14]Br.C(=O)([O-])[O-].[K+].[K+]>C(C(C)=O)C>[N+:1]([C:4]1[CH:5]=[C:6]([CH:7]=[CH:8][CH:9]=1)[O:10][CH2:14][CH2:13][CH2:12][Br:11])([O-:3])=[O:2] |f:2.3.4|. Reported procedure: 13.9 g of 3-nitrophenol, 101 g of 1,3-dibromopropane and 15.2 g of anhydrous potassium carbonate were reacted in 100 ml of methyl ethyl ketone for 2 hours by heating under reflux. After completion of the reaction, insoubles were removed from the reaction mixture by filtration, and the filtrate was then concentrated. Next, the resultant concentrate was dissolved in 300 ml of chloroform, and this chloroform solution was further washed with water. Afterward, the washed organic layer was dried over ... RXN SMILES: [CH2:1]([O:8][CH2:9][N:10]1[CH:14]=[CH:13][N:12]=[CH:11]1)[C:2]1[CH:7]=[CH:6][CH:5]=[CH:4][CH:3]=1.[CH2:15]1C[O:18][CH2:17][CH2:16]1.[Li][CH2:21]CCC>O>[CH2:1]([O:8][CH2:9][N:10]1[CH:14]=[CH:13][N:12]=[C:11]1[CH:17]([OH:18])[CH:16]([CH3:15])[CH3:21])[C:2]1[CH:3]=[CH:4][CH:5]=[CH:6][CH:7]=1. Yields the product C(C1=CC=CC=C1)OCN1C(=NC=C1)C(C(C)C)O (1-(1-benzyloxymethylimidazol-2-yl)-2-methyl-1-propanol). The solvent is O (H2O). Isolated yield 69.0%. Reactants: ( S ), C1CCOC1 (THF), [Li]CCCC (n-BuLi), C(C1=CC=CC=C1)OCN1C=NC=C1 (1-benzyloxymethylimidazole), i-butyraldehyde. Run at temperature -40 celsius, time 15 minute. Procedure: 1-benzyloxymethylimidazole prepared according to the procedure of Ngochindo, R., J. Chem. Res. (S), 58 (1990)) (3.76 g, 20 mmol), and THF (40 mL) at -40° C., was treated dropwise with n-BuLi (8.4 mL, 21 mmol, 2.5M in hexane). The resulting solution was stirred at -40° C. for 15 min, and i-butyraldehyde (2.0 mL, 22 mmol) was added dropwise. The reaction was stirred at -40° C. for 1.5 h, 0° C. for 1 h, warmed to 23° C., poured into H2O, and extracted with EtOAc. The combined ekhracts were washed w... The reactants are C(C)(C)(C)OC(NCC(C1=CC=C(C=C1)I)(O)C1=CC=C(C=C1)Cl)=O ([2-(4-Chloro-phenyl)-2-hydroxy-2-(4-iodo-phenyl)-ethyl]-carbamic acid tert-butyl ester), CC1(OB(OC1(C)C)C=1C=NNC1)C (4-(4,4,5,5-tetramethyl-[1,3,2]dioxaborolan-2-yl)-1H-pyrazole), P(=O)([O-])([O-])[O-].[K+].[K+].[K+] (potassium phosphate), tetrakistriphenylphosphine palladium (0), tetrakistriphenylphosphine palladium (0), B(O)O.N1N=CC=C1 (pyrazole boronate), solvent, P(=O)([O-])([O-])[O-].[K+].[K+].[K+] (potassium phosphate). Run in C(C)O (ethanol), CO (methanol), C1(=CC=CC=C1)C (toluene), O (water). Reaction conditions: temperature 85 celsius, time 6.5 hour. Yields the product C(C)(C)(C)OC(NCC(C1=CC=C(C=C1)C=1C=NNC1)(O)C1=CC=C(C=C1)Cl)=O ([2-(4-Chloro-phenyl)-2-hydroxy-2-[4-(1H-pyrazol-4-yl)-phenyl]-ethyl]-carbamic acid tert-butyl ester). Yield: 58.1%. As a reaction SMILES: [C:1]([O:5][C:6](=[O:25])[NH:7][CH2:8][C:9]([C:18]1[CH:23]=[CH:22][C:21]([Cl:24])=[CH:20][CH:19]=1)([OH:17])[C:10]1[CH:15]=[CH:14][C:13](I)=[CH:12][CH:11]=1)([CH3:4])([CH3:3])[CH3:2].CC1(C)C(C)(C)OB([C:34]2[CH:35]=[N:36][NH:37][CH:38]=2)O1.P([O-])([O-])([O-])=O.[K+].[K+].[K+].B(O)O.N1C=CC=N1>C(O)C.CO.C1(C)C=CC=CC=1.O>[C:1]([O:5][C:6](=[O:25])[NH:7][CH2:8][C:9]([C:18]1[CH:23]=[CH:22][C:21]([Cl:24])=[CH:20][CH:19]=1)([OH:17])[C:10]1[CH:15]=[CH:14][C:13]([C:34]2[CH:35]=[N:36][NH:37][CH:38]=2)=[CH:12][CH:11]=1)([CH3:4])([CH3:3])[CH3:2] |f:2.3.4.5,6.7|. Procedure: [2-(4-Chloro-phenyl)-2-hydroxy-2-(4-iodo-phenyl)-ethyl]-carbamic acid tert-butyl ester (5 g, 10.6 mmol) was combined with 4-(4,4,5,5-tetramethyl-[1,3,2]dioxaborolan-2-yl)-1H-pyrazole (4.1 g, 21.11 mmol) and potassium phosphate (tribasic, 7.88 g, 37.10 mmol) in a round-bottomed flask. The solids were then dissolved in a solvent mixture of 1:1:1:1 ethanol, methanol, toluene and water (33 mL of each solvent). The solution was degassed with nitrogen and tetrakistriphenylphosphine palladium (0) (0.61... Starting materials: C(C)(C)(C)OC(NC1=C(C=C(C=C1)C1=CSC=C1)N)=O ((2-amino-4-thiophen-3-yl-phenyl)-carbamic acid tert.-butyl ester), CC1(OC(C=C(O1)C=1C=C(C#N)C=CC1)=O)C (3-(2,2-dimethyl-6-oxo-6H-[1,3]dioxin-4-yl)-benzonitrile). The product is C(C)(C)(C)OC(NC1=C(C=C(C=C1)C1=CSC=C1)NC(CC(=O)C1=CC(=CC=C1)C#N)=O)=O ({2-[3-(3-Cyano-phenyl)-3-oxo-propionylamino]-4-thiophen-3-yl-phenyl}-carbamic acid tert.-butyl ester). RXN SMILES: [C:1]([O:5][C:6](=[O:20])[NH:7][C:8]1[CH:13]=[CH:12][C:11]([C:14]2[CH:18]=[CH:17][S:16][CH:15]=2)=[CH:10][C:9]=1[NH2:19])([CH3:4])([CH3:3])[CH3:2].CC1(C)[O:27][C:26]([C:28]2[CH:29]=[C:30]([CH:33]=[CH:34][CH:35]=2)[C:31]#[N:32])=[CH:25][C:24](=O)[O:23]1>>[C:1]([O:5][C:6](=[O:20])[NH:7][C:8]1[CH:13]=[CH:12][C:11]([C:14]2[CH:18]=[CH:17][S:16][CH:15]=2)=[CH:10][C:9]=1[NH:19][C:24](=[O:23])[CH2:25][C:26]([C:28]1[CH:35]=[CH:34][CH:33]=[C:30]([C:31]#[N:32])[CH:29]=1)=[O:27])([CH3:4])([CH3:2])[CH3:3]. Reported procedure: Prepared from (2-amino-4-thiophen-3-yl-phenyl)-carbamic acid tert.-butyl ester (Example G6) and 3-(2,2-dimethyl-6-oxo-6H-[1,3]dioxin-4-yl)-benzonitrile (Example J4) according to the general procedure K. Obtained as a brown solid (104 mg) and used crude in the next step (Example 7). Starting materials: COC(=O)C1=CC(=CC2=C1OCC1=C(C2C(=O)O)C=CC=C1)C (6,11-Dihydro-4-methoxycarbonyl-2-methyldibenz[b,e]oxepin-11-carboxylic acid), C(C)(C)C1=C(N)C(=CC=C1)C(C)C (2,6-diisopropylaniline). The product is C(C)(C)C1=C(C(=CC=C1)C(C)C)NC(=O)C1C2=C(OCC3=C1C=CC=C3)C(=CC(=C2)C)C(=O)OC (Methyl 6,11-dihydro-11-(2,6-diisopropylphenyl)aminocarbonyl-2-methyldibenz[b,e]oxepin-4-carboxylate). Yield: 8.5%. RXN SMILES: [CH3:1][O:2][C:3]([C:5]1[C:10]2[O:11][CH2:12][C:13]3[CH:22]=[CH:21][CH:20]=[CH:19][C:14]=3[CH:15]([C:16]([OH:18])=O)[C:9]=2[CH:8]=[C:7]([CH3:23])[CH:6]=1)=[O:4].[CH:24]([C:27]1[CH:33]=[CH:32][CH:31]=[C:30]([CH:34]([CH3:36])[CH3:35])[C:28]=1[NH2:29])([CH3:26])[CH3:25]>>[CH:34]([C:30]1[CH:31]=[CH:32][CH:33]=[C:27]([CH:24]([CH3:26])[CH3:25])[C:28]=1[NH:29][C:16]([CH:15]1[C:14]2[CH:19]=[CH:20][CH:21]=[CH:22][C:13]=2[CH2:12][O:11][C:10]2[C:5]([C:3]([O:2][CH3:1])=[O:4])=[CH:6][C:7]([CH3:23])=[CH:8][C:9]1=2)=[O:18])([CH3:36])[CH3:35]. Reported procedure: The similar procedures as in Example 1 were repeated except using 6.73 g of 6,11-dihydro-4-methoxycarbonyl-2-methyldibenz[b,e]oxepin-11-carboxylic acid obtained in Example 65 (Compound AD) in place of Compound A and 3.82 g of 2,6-diisopropylaniline in place of aniline to obtain 0.86 g of Compound 51. Reactants: C=1C=CC2=C(C1)N=NN2O (HOBT), TEA, N1CCCCC1 (piperidine), CCN=C=NCCCN(C)C.Cl (EDC hydrochloride), CC1=NC2=C(N1C=1C=C(C=CC1)C)C=CC(=C2)C(=O)O (2-methyl-1-m-tolyl-1H-benzo[d]imidazole-5-carboxylic acid). The solvent is CN(C)C=O (DMF), C(C)(=O)OCC (ethyl acetate). Run at temperature 0 celsius, time 12 hour. The product is CC1=NC2=C(N1C=1C=C(C=CC1)C)C=CC(=C2)C(=O)N2CCCCC2 ((2-methyl-1-m-tolyl-1H-benzo[d]imidazol-5-yl)(piperidin-1-yl)methanone). Yield: 79.4%. RXN SMILES: [CH3:1][C:2]1[N:6]([C:7]2[CH:8]=[C:9]([CH3:13])[CH:10]=[CH:11][CH:12]=2)[C:5]2[CH:14]=[CH:15][C:16]([C:18]([OH:20])=O)=[CH:17][C:4]=2[N:3]=1.[CH:21]1[CH:22]=[CH:23]C2N(O)N=[N:27][C:25]=2[CH:26]=1.N1CCCCC1.CCN=C=NCCCN(C)C.Cl>CN(C=O)C.C(OCC)(=O)C>[CH3:1][C:2]1[N:6]([C:7]2[CH:8]=[C:9]([CH3:13])[CH:10]=[CH:11][CH:12]=2)[C:5]2[CH:14]=[CH:15][C:16]([C:18]([N:27]3[CH2:23][CH2:22][CH2:21][CH2:26][CH2:25]3)=[O:20])=[CH:17][C:4]=2[N:3]=1 |f:3.4|. Reported procedure: The compound obtained in Step 3 (80.0 mg, 0.300 mmol) was dissolved in DMF, and then HOBT (81 mg, 0.6 mmol), TEA (126 uL, 1.2 mmol), and piperidine 28.1 mg (0.330 mmol) were added thereto. EDC hydrochloride (25 mg, 0.13 mmol) was put thereinto at 0° C., and then stirred at room temperature for 12 hours. The reacted mixture was diluted with ethyl acetate (32 mL), and then washed with water (32 mL). The organic layer was dried over anhydrous magnesium sulfate, followed by filtering and concentrati...